Dataset: the Open Reaction Database (ORD), a public repository of structured organic reaction records. Task: describe an organic reaction: reactants, conditions, products, and yield Reactants: ClC1=C2C=CC=NC2=C(C=C1)C#N (5-Chloro-8-quinolinecarbonitrile), N1C=NC=C1 (imidazole), C([O-])([O-])=O.[K+].[K+] (potassium carbonate). The solvent is N1=CC=CC=C1 (pyridine). The product is N1C(=NC=C1)C1=C2C=CC=NC2=C(C=C1)C#N (5-imidazolyl-8-quinolinecarbonitrile). Yield: 60.0%. As a reaction SMILES: Cl[C:2]1[CH:11]=[CH:10][C:9]([C:12]#[N:13])=[C:8]2[C:3]=1[CH:4]=[CH:5][CH:6]=[N:7]2.[NH:14]1[CH:18]=[CH:17][N:16]=[CH:15]1.C(=O)([O-])[O-].[K+].[K+]>N1C=CC=CC=1>[NH:14]1[CH:18]=[CH:17][N:16]=[C:15]1[C:2]1[CH:11]=[CH:10][C:9]([C:12]#[N:13])=[C:8]2[C:3]=1[CH:4]=[CH:5][CH:6]=[N:7]2 |f:2.3.4|. Procedure: 5-Chloro-8-quinolinecarbonitrile, 0.50 g, and imidazole, 1.80 g, were dissolved into 30 ml of pyridine. To the solution 0.36 g of anhydrous potassium carbonate was added and the mixture was heated under reflux for 8 hours. After separating indissolved substance by filtration, the solvent was evaporated and the residue was refined by column chromatography on silica gel using chloroform as an eluent. The crystals obtained were recrystallized from ethanol to yield 0.35 g (yield: 60%) of 5-imidazoly... Reactants: ClC1=CC(=CC=C1)C(=O)OO (M-chloroperbenzoic acid), CC1=C(OC2=C(S1)C=CC=C2)C2=CC=C(C=C2)O (4-(3-methyl-1,4-benzoxathiin-2-yl)phenol), S(=O)(O)[O-].[Na+] (sodium hydrogensulfite), C(O)([O-])=O.[Na+] (sodium hydrogencarbonate). The solvent is C(Cl)(Cl)Cl (chloroform). Run at time 90 minute. Product: CC1=C(OC2=C(S1(=O)=O)C=CC=C2)C2=CC=C(C=C2)O (4-(3-methyl-4,4-dioxido-1,4-benzoxathiin-2-yl)phenol). Isolated yield 94.0%. As a reaction SMILES: ClC1C=CC=C(C(OO)=O)C=1.[CH3:12][C:13]1S[C:17]2[CH:19]=[CH:20][CH:21]=[CH:22][C:16]=2[O:15][C:14]=1[C:23]1[CH:28]=[CH:27][C:26]([OH:29])=[CH:25][CH:24]=1.[S:30]([O-:33])(O)=[O:31].[Na+].C(=O)([O-])O.[Na+]>C(Cl)(Cl)Cl>[CH3:12][C:13]1[S:30](=[O:33])(=[O:31])[C:17]2[CH:19]=[CH:20][CH:21]=[CH:22][C:16]=2[O:15][C:14]=1[C:23]1[CH:24]=[CH:25][C:26]([OH:29])=[CH:27][CH:28]=1 |f:2.3,4.5|. Reported procedure: M-chloroperbenzoic acid (content, 65% or more, 200 mg) was added to a chloroform (2 mL) solution of 4-(3-methyl-1,4-benzoxathiin-2-yl)phenol (100 mg, 0.39 mmol) synthesized in Reference Example 1-2, and stirred at room temperature for 90 minutes. Aqueous saturated sodium hydrogensulfite solution and aqueous saturated sodium hydrogencarbonate solution were added to the reaction solution, and stirred. The organic layer was collected, dried with magnesium sulfate, and concentrated under reduced pre... The reactants are C(C1=CC=CC=C1)Br (Benzyl bromide), CSC1CC(N1)=O (4-methylthioazetidin-2-one), [H-].[Na+] (NaH), resultant mixture. Solvent: C1CCOC1 (THF), C1CCOC1 (THF), C1CCOC1 (THF). Product: CSC1CC(N1CC1=CC=CC=C1)=O (4-Methylthio-1-benzyl-azetidin-2-one). Isolated yield 55.4%. As a reaction SMILES: [CH3:1][S:2][CH:3]1[NH:6][C:5](=[O:7])[CH2:4]1.[H-].[Na+].[CH2:10](Br)[C:11]1[CH:16]=[CH:15][CH:14]=[CH:13][CH:12]=1>C1COCC1>[CH3:1][S:2][CH:3]1[N:6]([CH2:10][C:11]2[CH:16]=[CH:15][CH:14]=[CH:13][CH:12]=2)[C:5](=[O:7])[CH2:4]1 |f:1.2|. Reported procedure: A solution of 4-methylthioazetidin-2-one (1.0 g, 8.53 mmol) in dry THF (10 ml) was added dropwise to a suspension of NaH (0.35 g, 8.63 mmol) in dry THF (5 ml) at -20° C. under an inert atmosphere. Benzyl bromide (1.46 g, 8.53 mmol) in dry THF (10 ml) was added dropwise over 15 minutes at -55° C. The resultant mixture was stirred for 2 hours at room temperature, poured onto ice/water (50 g) and filtered, washed with brine and water, dried (MgSO4), and evaporated under reduced pressure to a yellow... Starting materials: COC(C1=CC=C(C=C1)N1CCN(CC1)C(C)C)=O (4-(4-Isopropyl-piperazin-1-yl)-benzoic acid methyl ester), Cl (HCl), CC(=O)C (acetone). Conditions: temperature 2 celsius. Product: Cl.C(C)(C)N1CCN(CC1)C1=CC=C(C(=O)O)C=C1 (4-(4-Isopropyl-piperazin-1-yl)-benzoic acid hydrochloride). As a reaction SMILES: C[O:2][C:3](=[O:19])[C:4]1[CH:9]=[CH:8][C:7]([N:10]2[CH2:15][CH2:14][N:13]([CH:16]([CH3:18])[CH3:17])[CH2:12][CH2:11]2)=[CH:6][CH:5]=1.CC(C)=O.[ClH:24]>>[ClH:24].[CH:16]([N:13]1[CH2:14][CH2:15][N:10]([C:7]2[CH:8]=[CH:9][C:4]([C:3]([OH:19])=[O:2])=[CH:5][CH:6]=2)[CH2:11][CH2:12]1)([CH3:18])[CH3:17] |f:3.4|. Procedure: 4-(4-Isopropyl-piperazin-1-yl)-benzoic acid methyl ester (0.9 mmol) is dissolved in 4N HCl (2 ml) and heated under reflux for 7 hours. The mixture is cooled in an ice bath to 0-4° C. and acetone is added. The solid material formed is filtered off, washed with cold acetone and dried (vacuum). A pale-brown powder with mp. >270° C., Rf=0.08 (CH2Cl2/MeOH=9:1) is obtained. The reactants are C=1(O)C(O)=CC=CC1 (catechol), bis-2-chloroethyl ether, C=1(O)C(O)=CC=CC1 (catechol), [OH-].[Na+] (sodium hydroxide). Solvent: O (water). The product is C1=CC=C(C(=C1)C2=CC(=CC=C2)O)O (diphenol). Reaction SMILES: [C:1]1([C:3](=[CH:5][CH:6]=[CH:7][CH:8]=1)O)[OH:2].[OH-:9].[Na+]>O>[CH:1]1[CH:3]=[C:5]([C:7]2[CH:6]=[CH:5][CH:3]=[C:1]([OH:2])[CH:8]=2)[C:6]([OH:9])=[CH:7][CH:8]=1 |f:1.2|. Procedure: In this two step synthesis, the first step is the reaction of bis-2-chloroethyl ether with catechol and sodium hydroxide in water. An excess of catechol and a controlled amount of base are used to produce the diphenol (j) without employing a blocking group. The diphenol (j) precipitates from the reaction solution and is washed with water to remove contaminating catechol. The diphenol (j) is then recrystallized from methanol. Based upon the limiting reagent bis-2-chloroethyl ether (i) 40% yields ... The reactants are COCCOCO[C@H]1C[C@H]2[C@H](C[C@H]3[C@@H]4CC[C@H]([C@@H](CCC=C(C)C)C)[C@]4(CC[C@@H]3[C@]2(CC1)C)C)OCOCCOC (3α,6α-bis(β-methoxyethoxymethoxy)-5β-cholest-24-ene), CCOCC (ether). The reagents and catalysts are [Br-].[Zn+2].[Br-] (zinc bromide). The solvent is C(Cl)Cl (methylene chloride), CO (methanol). Yields the product O[C@H]1C[C@H]2[C@H](C[C@H]3[C@@H]4CC[C@H]([C@@H](CCC=C(C)C)C)[C@]4(CC[C@@H]3[C@]2(CC1)C)C)O (3α,6α-dihydroxy-5β-cholest-24-ene). As a reaction SMILES: COCCOC[O:7][C@@H:8]1[CH2:32][CH2:31][C@@:30]2([CH3:33])[C@H:10]([C@@H:11]([O:35]COCCOC)[CH2:12][C@@H:13]3[C@@H:29]2[CH2:28][CH2:27][C@@:26]2([CH3:34])[C@H:14]3[CH2:15][CH2:16][C@@H:17]2[C@H:18]([CH3:25])[CH2:19][CH2:20][CH:21]=[C:22]([CH3:24])[CH3:23])[CH2:9]1.CCOCC>C(Cl)Cl.CO.[Br-].[Zn+2].[Br-]>[OH:7][C@@H:8]1[CH2:32][CH2:31][C@@:30]2([CH3:33])[C@H:10]([C@@H:11]([OH:35])[CH2:12][C@@H:13]3[C@@H:29]2[CH2:28][CH2:27][C@@:26]2([CH3:34])[C@H:14]3[CH2:15][CH2:16][C@@H:17]2[C@H:18]([CH3:25])[CH2:19][CH2:20][CH:21]=[C:22]([CH3:23])[CH3:24])[CH2:9]1 |f:4.5.6|. Reported procedure: 2.0 g of 3α,6α-bis(β-methoxyethoxymethoxy)-5β-cholest-24-ene, prepared according to Example V, was dissolved in a mixture of 20 ml of methylene chloride and 0.30 ml of methanol, and the solution was stirred with 5 g of zinc bromide for 18 hours. Then, ether was added, the mixture washed with water, the organic layer dried, the solvent evaporated, the residue washed with petroleum ether and dried. From nmr and ir data, the residue was identified as 3α,6α-dihydroxy-5β-cholest-24-ene, the same prod... Starting materials: FC(C(=O)O)(F)F (trifluoroacetic acid), C(C)OC1=NOC(=N1)C1CN(CC(C1)C1=CC(=C(C=C1)OC(F)(F)F)F)C(=O)OC(C)(C)C (tert-butyl 3-(3-ethoxy-1,2,4-oxadiazol-5-yl)-5-[3-fluoro-4-(trifluoromethoxy)phenyl]piperidine-1-carboxylate), FC(C(=O)O)(F)F (trifluoroacetic acid). The solvent is ClCCl (dichloromethane). Conditions: time 16 hour. The product is C(C)OC1=NOC(=N1)C1CNCC(C1)C1=CC(=C(C=C1)OC(F)(F)F)F (3-(3-Ethoxy-1,2,4-oxadiazol-5-yl)-5-[3-fluoro-4-(trifluoromethoxy)phenyl]piperidine). Reaction SMILES: [CH2:1]([O:3][C:4]1[N:8]=[C:7]([CH:9]2[CH2:14][CH:13]([C:15]3[CH:20]=[CH:19][C:18]([O:21][C:22]([F:25])([F:24])[F:23])=[C:17]([F:26])[CH:16]=3)[CH2:12][N:11](C(OC(C)(C)C)=O)[CH2:10]2)[O:6][N:5]=1)[CH3:2].FC(F)(F)C(O)=O>ClCCl>[CH2:1]([O:3][C:4]1[N:8]=[C:7]([CH:9]2[CH2:14][CH:13]([C:15]3[CH:20]=[CH:19][C:18]([O:21][C:22]([F:25])([F:23])[F:24])=[C:17]([F:26])[CH:16]=3)[CH2:12][NH:11][CH2:10]2)[O:6][N:5]=1)[CH3:2]. Reported procedure: 387 mg (0.50 mmol) of tert-butyl 3-(3-ethoxy-1,2,4-oxadiazol-5-yl)-5-[3-fluoro-4-(trifluoromethoxy)phenyl]piperidine-1-carboxylate were initially charged in 30 ml of dichloromethane and admixed with 0.38 ml (567 mg, 4.97 mmol) of trifluoroacetic acid. The reaction mixture was stirred at RT for 16 hours, admixed with the same amount of trifluoroacetic acid and stirred at RT for a further 3.5 hours. The reaction mixture was concentrated under reduced pressure, taken up in ethyl acetate and washed ... Reactants: C(#N)C=1C(NC(N(C1)C1=C(C=C(C=C1)F)F)=O)=O (5-cyano-1-(2,4-difluorophenyl)uracil), FC1=C(N)C=CC(=C1)F (2,4-difluoroaniline), ClC(SCl)(Cl)Cl (trichloromethanesulphenyl chloride). RXN SMILES: [C:1]([C:3]1[C:4](=[O:18])[NH:5][C:6](=[O:17])[N:7]([C:9]2[CH:14]=[CH:13][C:12]([F:15])=[CH:11][C:10]=2[F:16])[CH:8]=1)#[N:2].FC1C=C(F)C=CC=1N.[Cl:28][C:29]([Cl:33])([Cl:32])[S:30]Cl>>[C:1]([C:3]1[C:4](=[O:18])[N:5]([S:30][C:29]([Cl:33])([Cl:32])[Cl:28])[C:6](=[O:17])[N:7]([C:9]2[CH:14]=[CH:13][C:12]([F:15])=[CH:11][C:10]=2[F:16])[CH:8]=1)#[N:2]. Procedure details: In like manner, 5-cyano-1-(2,4-difluorophenyl)uracil is prepared, starting with 2,4-difluoroaniline, and is then reacted with trichloromethanesulphenyl chloride, giving 5-cyano-1-(2,4-difluorophenyl)-3-trichloromethanesulphenyluracil, m.p. 196°-198°. Product: C(#N)C=1C(N(C(N(C1)C1=C(C=C(C=C1)F)F)=O)SC(Cl)(Cl)Cl)=O (5-cyano-1-(2,4-difluorophenyl)-3-trichloromethanesulphenyluracil). Reactants: NC1=CC=C(CC2=NC=3N(C(N(C(C3N2)=O)CC2=C(C=CC=C2)F)=O)CCCC)C=C1 (8-(4-amino-benzyl)-3-butyl-1-(2-fluoro-benzyl)-3,7-dihydro-purine-2,6-dione), FC(C=1C=C(C=CC1)S(=O)(=O)Cl)(F)F (3-(trifluoromethyl)-benzenesulfonyl chloride). Product: C(CCC)N1C(N(C(C=2NC(=NC12)CC1=CC=C(C=C1)NS(=O)(=O)C1=CC(=CC=C1)C(F)(F)F)=O)CC1=C(C=CC=C1)F)=O (N-{4-[3-Butyl-1-(2-fluoro-benzyl)-2,6-dioxo-2,3,6,7-tetrahydro-1H-purin-8-ylmethyl]-phenyl}-3-trifluoromethyl-benzenesulfonamide). RXN SMILES: [NH2:1][C:2]1[CH:31]=[CH:30][C:5]([CH2:6][C:7]2[NH:15][C:14]3[C:13](=[O:16])[N:12]([CH2:17][C:18]4[CH:23]=[CH:22][CH:21]=[CH:20][C:19]=4[F:24])[C:11](=[O:25])[N:10]([CH2:26][CH2:27][CH2:28][CH3:29])[C:9]=3[N:8]=2)=[CH:4][CH:3]=1.[F:32][C:33]([F:45])([F:44])[C:34]1[CH:35]=[C:36]([S:40](Cl)(=[O:42])=[O:41])[CH:37]=[CH:38][CH:39]=1>>[CH2:26]([N:10]1[C:9]2[N:8]=[C:7]([CH2:6][C:5]3[CH:4]=[CH:3][C:2]([NH:1][S:40]([C:36]4[CH:37]=[CH:38][CH:39]=[C:34]([C:33]([F:32])([F:44])[F:45])[CH:35]=4)(=[O:42])=[O:41])=[CH:31][CH:30]=3)[NH:15][C:14]=2[C:13](=[O:16])[N:12]([CH2:17][C:18]2[CH:23]=[CH:22][CH:21]=[CH:20][C:19]=2[F:24])[C:11]1=[O:25])[CH2:27][CH2:28][CH3:29]. Procedure details: Prepared from 8-(4-amino-benzyl)-3-butyl-1-(2-fluoro-benzyl)-3,7-dihydro-purine-2,6-dione and 3-(trifluoromethyl)-benzenesulfonyl chloride. Purity (ELSD, based on MW=629.6)=97%.